This data is from the Open Reaction Database (ORD), a public repository of structured organic reaction records. The task is: describe an organic reaction: reactants, conditions, products, and yield Starting materials: COCC(C)OCC(O[Si](C)(C)C(C)(C)C)C(=O)Nc1cnc(C)cn1, C1CCOC1, CCCC[N+](CCCC)(CCCC)CCCC, [F-]. Product: COCC(C)OCC(O)C(=O)Nc1cnc(C)cn1. Reaction SMILES: [C:19]([Si:20]([CH3:21])([CH3:22])[O:24][CH:25]([C:26](=[O:27])[NH:28][c:29]1[n:30][cH:31][c:32]([CH3:35])[n:33][cH:34]1)[CH2:36][O:37][CH:38]([CH2:39][O:40][CH3:41])[CH3:42])([CH3:23])([CH3:43])[CH3:44].[CH2:45]1[O:46][CH2:47][CH2:48][CH2:49]1.[CH3:2][CH2:3][CH2:4][CH2:5][N+:6]([CH2:7][CH2:8][CH2:9][CH3:10])([CH2:11][CH2:12][CH2:13][CH3:14])[CH2:15][CH2:16][CH2:17][CH3:18].[F-:1]>>[OH:24][CH:25]([C:26](=[O:27])[NH:28][c:29]1[n:30][cH:31][c:32]([CH3:35])[n:33][cH:34]1)[CH2:36][O:37][CH:38]([CH2:39][O:40][CH3:41])[CH3:42]. As a reaction SMILES: [CH2:41]1[O:42][CH2:43][CH2:44][CH2:45]1.[CH3:1][O:2][C:3](=[O:4])[CH:5]1[CH2:6][N:7]([C:21]([NH:22][c:23]2[cH:24][cH:25][cH:26][cH:27][cH:28]2)=[O:29])[CH:8]2[CH2:9][c:10]3[c:11]4[c:12]([cH:15][cH:16][cH:17][c:18]4[nH:19][cH:20]3)[C:13]2=[CH:14]1.[CH3:30][OH:31].[CH3:39][OH:40].[Cl:36][CH2:37][Cl:38].[ClH:34].[Li+:32].[OH-:33].[OH2:35]>>[O:2]=[C:3]([OH:4])[CH:5]1[CH2:6][N:7]([C:21]([NH:22][c:23]2[cH:24][cH:25][cH:26][cH:27][cH:28]2)=[O:29])[CH:8]2[CH2:9][c:10]3[c:11]4[c:12]([cH:15][cH:16][cH:17][c:18]4[nH:19][cH:20]3)[C:13]2=[CH:14]1. The product is O=C(O)C1C=C2c3cccc4[nH]cc(c34)CC2N(C(=O)Nc2ccccc2)C1. Reactants: C1CCOC1, COC(=O)C1C=C2c3cccc4[nH]cc(c34)CC2N(C(=O)Nc2ccccc2)C1, CO, CO, ClCCl, Cl, [Li+], [OH-], O. Reactants: CCCCc1ccc(N)cc1, O=Cc1ccccc1. Product: CCCCc1ccc(NCc2ccccc2)cc1. Reaction SMILES: [CH2:9]([CH2:10][CH2:11][CH3:12])[c:13]1[cH:14][cH:15][c:16]([NH2:17])[cH:18][cH:19]1.[CH:1](=[O:2])[c:3]1[cH:4][cH:5][cH:6][cH:7][cH:8]1>>[CH2:1]([c:3]1[cH:4][cH:5][cH:6][cH:7][cH:8]1)[NH:17][c:16]1[cH:15][cH:14][c:13]([CH2:9][CH2:10][CH2:11][CH3:12])[cH:19][cH:18]1. The reactants are CS(=O)(=O)OC(C#N)CC (2-(methanesulfonyloxy)-butyronitrile), CC1=C(C=CC=C1C(F)(F)F)O (2-methyl-3-trifluoromethylphenol), C([O-])([O-])=O.[K+].[K+] (potassium carbonate), [I-].[K+] (potassium iodide). Solvent: C(C)#N (acetonitrile), O (water), C(C)(C)(C)OC (tBuOMe). Reaction conditions: temperature 80 celsius, time 8 hour. The product is CC1=C(OC(C#N)CC)C=CC=C1C(F)(F)F (2-(2-methyl-3-trifluoromethyl-phenoxy)-butyronitrile). RXN SMILES: CS([O:5][CH:6]([CH2:9][CH3:10])[C:7]#[N:8])(=O)=O.[CH3:11][C:12]1[C:17]([C:18]([F:21])([F:20])[F:19])=[CH:16][CH:15]=[CH:14][C:13]=1O.C(=O)([O-])[O-].[K+].[K+].[I-].[K+]>C(#N)C.O.C(OC)(C)(C)C>[CH3:11][C:12]1[C:17]([C:18]([F:19])([F:20])[F:21])=[CH:16][CH:15]=[CH:14][C:13]=1[O:5][CH:6]([CH2:9][CH3:10])[C:7]#[N:8] |f:2.3.4,5.6|. Procedure details: A mixture of 2-(methanesulfonyloxy)-butyronitrile (449 mg, 2.75 mmol), 2-methyl-3-trifluoromethylphenol (440 mg, 2.5 mmol), potassium carbonate (432 mg, 3.13 mmol) and potassium iodide (42 mg, 0.25 mmol) in acetonitrile (20 ml) was stirred overnight at 80° C. The mixture was shaken between tBuOMe and water, washed with NaCl (aq. satd) and the ethereal phase dried with MgSO4 and evaporated. The crude product was chromatographed on silica with EtOAc and hexane to give 2-(2-methyl-3-trifluoromethyl... Reactants: C(#N)C1=CC=2SC3=CC=CC=C3OC2C=C1 (2-cyanophenoxathiin), [N-]=[N+]=[N-].[Na+] (sodium azide), [OH-].[Na+] (sodium hydroxide). The solvent is CN(C=O)C (dimethylformamide). Product: C1=CC=CC=2OC3=CC=CC=C3SC12 (phenoxathiin). RXN SMILES: C([C:3]1[CH:16]=[CH:15][C:14]2[O:13][C:12]3[C:7](=[CH:8][CH:9]=[CH:10][CH:11]=3)[S:6][C:5]=2[CH:4]=1)#N.[N-]=[N+]=[N-].[Na+].[OH-].[Na+]>CN(C)C=O>[CH:8]1[C:7]2[S:6][C:5]3[C:14](=[CH:15][CH:16]=[CH:3][CH:4]=3)[O:13][C:12]=2[CH:11]=[CH:10][CH:9]=1 |f:1.2,3.4|. Procedure: 2-cyanophenoxathiin (2.25g), sodium azide (0.68g) ammonium chloride (0.59g) and dimethylformamide (30 ml.) were heated for 9 hours at 130° C. The solution was poured onto ice and 2 Normal sodium hydroxide solution, and extracted with chloroform. The aqueous phase was acidified with concentrated hydrochloric acid. The solid was filtered, washed and dried to give 2-5-tetrazolyl)phenoxathiin m.p. 210°-2° C. Recrystallisation from glacial acetic acid raised the melting point to 220°-1° C. Reactants: CC(O)=S, C1CCOC1, CC12CCC3C(CC(O)C4CC(O)CCC43C)C1CCC2O, CCOC(C)=O, CC(C)OC(=O)N=NC(=O)OC(C)C, c1ccc(P(c2ccccc2)c2ccccc2)cc1. Product: CC(=O)SC1CCC2(C)C(C1)C(O)CC1C3CCC(O)C3(C)CCC12. Reaction SMILES: [C:34]([CH3:35])(=[S:36])[OH:37].[CH2:60]1[O:61][CH2:62][CH2:63][CH2:64]1.[CH3:38][C:39]12[CH:40]([OH:59])[CH2:41][CH2:42][CH:43]1[CH:44]1[CH2:45][CH:46]([OH:58])[CH:47]3[CH2:48][CH:49]([OH:57])[CH2:50][CH2:51][C:52]3([CH3:53])[CH:54]1[CH2:55][CH2:56]2.[CH3:65][CH2:66][O:67][C:68]([CH3:69])=[O:70].[O:20]=[C:21]([O:22][CH:23]([CH3:24])[CH3:25])[N:26]=[N:27][C:28]([O:29][CH:30]([CH3:31])[CH3:32])=[O:33].[c:1]1([P:2]([c:3]2[cH:4][cH:5][cH:6][cH:7][cH:8]2)[c:9]2[cH:10][cH:11][cH:12][cH:13][cH:14]2)[cH:15][cH:16][cH:17][cH:18][cH:19]1>>[C:34]([CH3:35])([S:36][CH:49]1[CH2:48][CH:47]2[CH:46]([OH:58])[CH2:45][CH:44]3[CH:43]4[C:39]([CH3:38])([CH:40]([OH:59])[CH2:41][CH2:42]4)[CH2:56][CH2:55][CH:54]3[C:52]2([CH3:53])[CH2:51][CH2:50]1)=[O:37]. Starting materials: COCCN1CCc2ccc(N)cc2CC1, Cc1cccc(OCC#N)c1Nc1nc(Cl)ncc1Cl. Product: COCCN1CCc2ccc(Nc3ncc(Cl)c(Nc4c(C)cccc4OCC#N)n3)cc2CC1. Reaction SMILES: [CH3:1][O:2][CH2:3][CH2:4][N:5]1[CH2:6][CH2:7][c:8]2[c:9]([cH:12][c:13]([NH2:16])[cH:14][cH:15]2)[CH2:10][CH2:11]1.[Cl:17][c:18]1[n:19][cH:20][c:21]([Cl:36])[c:22]([NH:24][c:25]2[c:26]([O:27][CH2:28][C:29]#[N:30])[cH:31][cH:32][cH:33][c:34]2[CH3:35])[n:23]1>>[CH3:1][O:2][CH2:3][CH2:4][N:5]1[CH2:6][CH2:7][c:8]2[c:9]([cH:12][c:13]([NH:16][c:18]3[n:19][cH:20][c:21]([Cl:36])[c:22]([NH:24][c:25]4[c:26]([O:27][CH2:28][C:29]#[N:30])[cH:31][cH:32][cH:33][c:34]4[CH3:35])[n:23]3)[cH:14][cH:15]2)[CH2:10][CH2:11]1. Starting materials: COC1=CC=C(C=C1)C1(CC1)C#N (1-(4-methoxyphenyl)cyclopropanecarbonitrile), C(C)O (ethanol), C(C)(=O)Cl (acetyl chloride). Conditions: time 16 hour. The product is Cl.COC1=CC=C(C=C1)C1(CC1)C(OCC)=N (Ethyl 1-(4-methoxyphenyl)cyclopropanecarbimidate hydrochloride). Isolated yield 109.5%. RXN SMILES: [CH3:1][O:2][C:3]1[CH:8]=[CH:7][C:6]([C:9]2([C:12]#[N:13])[CH2:11][CH2:10]2)=[CH:5][CH:4]=1.[CH2:14]([OH:16])[CH3:15].C([Cl:20])(=O)C>>[ClH:20].[CH3:1][O:2][C:3]1[CH:8]=[CH:7][C:6]([C:9]2([C:12](=[NH:13])[O:16][CH2:14][CH3:15])[CH2:11][CH2:10]2)=[CH:5][CH:4]=1 |f:3.4|. Procedure details: To a cooled solution of 1-(4-methoxyphenyl)cyclopropanecarbonitrile (35 mg, 0.2 mmol) in ethanol (100 μL, 2 mmol) was added acetyl chloride (170 μl, 2.39 mmol). The mixture was shaken at room temperature for 16 h, then was concentrated in vacuo and dried. To the residue was added a freshly prepared saturated solution of hydrogen chloride in ethanol (1 mL). After 16 h, the reaction mixture was concentrated under reduced pressure to afford the title compound (56 mg) as an oil which was used withou... The reactants are C1(=CC=C(C=C1)C(=O)C1=CC=C2N1CCC2C(=O)O)C (5-p-toluoyl-1,2-dihydro-3H-pyrrolo[1,2-a]pyrrole-1-carboxylic acid), [OH-].[Na+] (sodium hydroxide), solution. Solvent: CO (methanol). The product is C1(=CC=C(C=C1)C(=O)C1=CC=C2N1CCC2C(=O)[O-])C.[Na+] (sodium 5-p-toluoyl-1,2-dihydro-3H-pyrrolo[1,2-a]pyrrole-1-carboxylate). RXN SMILES: [C:1]1([CH3:20])[CH:6]=[CH:5][C:4]([C:7]([C:9]2[N:13]3[CH2:14][CH2:15][CH:16]([C:17]([OH:19])=[O:18])[C:12]3=[CH:11][CH:10]=2)=[O:8])=[CH:3][CH:2]=1.[OH-].[Na+:22]>CO>[C:1]1([CH3:20])[CH:2]=[CH:3][C:4]([C:7]([C:9]2[N:13]3[CH2:14][CH2:15][CH:16]([C:17]([O-:19])=[O:18])[C:12]3=[CH:11][CH:10]=2)=[O:8])=[CH:5][CH:6]=1.[Na+:22] |f:1.2,4.5|. Procedure details: To a solution of 300 mg. of 5-p-toluoyl-1,2-dihydro-3H-pyrrolo[1,2-a]pyrrole-1-carboxylic acid in 5 ml. of methanol is added 1 molar equivalent of sodium hydroxide, in the form of a 0.1N solution. The solvent is then evaporated under reduced pressure and the residue taken up in 2 ml. of methanol, followed by precipitation with ether, to yield crude sodium 5-p-toluoyl-1,2-dihydro-3H-pyrrolo[1,2-a]pyrrole-1-carboxylate which can be crystallized from ethyl acetate-hexane.